describe an organic reaction: reactants, conditions, products, and yield From a dataset of the Open Reaction Database (ORD), a public repository of structured organic reaction records. Reactants: C(c1cccc2c1cc[nH]2)=O, CC1=CN=C(C=C1)N, [C-]#[N+]C1CCCCC1. Reagents/catalysts: O=C(O)C(F)(F)F (trifluoroacetic acid). The solvent is CC(C)O (isopropyl alcohol), CC(C)O (isopropylalcohol). Run at temperature 22 celsius, time 20 hour. Product: Cc1ccc2nc(c3cccc4c3cc[nH]4)c(NC3CCCCC3)n2c1. Isolated yield 54.5%. RXN SMILES: CC1=CC=C(N)N=C1.[C-]#[N+]C1CCCCC1.O=CC1=C2C=CNC2=CC=C1>>CC1=CN2C(C=C1)=NC(=C2NC1CCCCC1)C1=CC=CC2=C1C=CN2. Procedure details: A solution of 10.4 ml of diisopropylamine in 200 ml of tetrahydrofuran was combined dropwise at 0° C. with stirring under a stream of dry nitrogen with 49 ml of a 1.6 molar solution of n-butyllithium in n-hexane. After cooling to -78° C., a solution of 18.31 g of the product from stage 2 in 80 ml of tetrahydrofuran was added dropwise. The entire reaction batch was stirred for 30 minutes and a solution of 8.8 ml of 1-iodopropane in 40 ml of tetrahydrofuran was then added dropwise. The reaction ba... The reactants are solution, C(CCC)[Li] (n-butyllithium), C(C)OC(C(CCC)N=CC1=CC=CC=C1)=O (2-(benzylideneamino)pentanoic acid ethyl ester), C(C)(C)NC(C)C (diisopropylamine), ICCC (1-iodopropane). Reaction SMILES: [CH:1](NC(C)C)([CH3:3])[CH3:2].C([Li])CCC.[CH2:13]([O:15][C:16](=[O:29])[CH:17]([N:21]=CC1C=CC=CC=1)[CH2:18][CH2:19][CH3:20])[CH3:14].ICCC>O1CCCC1.CCCCCC>[CH2:13]([O:15][C:16](=[O:29])[C:17]([NH2:21])([CH2:18][CH2:19][CH3:20])[CH2:2][CH2:1][CH3:3])[CH3:14]. The yield is 67.0%. Yields the product C(C)OC(C(CCC)(CCC)N)=O (2-amino-2-propylpentanoic acid ethyl ester). Solvent: CCCCCC (n-hexane), O1CCCC1 (tetrahydrofuran), O1CCCC1 (tetrahydrofuran), O1CCCC1 (tetrahydrofuran). Run at temperature -78 celsius, time 30 minute.